Dataset: the Open Reaction Database (ORD), a public repository of structured organic reaction records. Task: describe an organic reaction: reactants, conditions, products, and yield Reactants: ClC1=NC(=C(C(=O)N)C=C1)NC1=CC=C(C=C1)N1CCN(CC1)C (6-chloro-2-(4-(4-methylpiperazin-1-yl)phenylamino)nicotinamide), Cl.CC=1N=C(SC1)NC(=O)N[C@H]1CNCCC1 ((R)-1-(4-methylthiazol-2-yl)-3-(piperidin-3-yl)urea hydrochloride), CCN(C(C)C)C(C)C (DIEA). The solvent is CN1C(CCC1)=O (N-methyl-2-pyrrolidinone). Run at temperature 120 celsius. The product is CN1CCN(CC1)C1=CC=C(C=C1)NC1=C(C(=O)N)C=CC(=N1)N1C[C@@H](CCC1)NC(=O)NC=1SC=C(N1)C ((R)-2-(4-(4-methylpiperazin-1-yl)phenylamino)-6-(3-(3-(4-methylthiazol-2-yl)ureido)piperidin-1-yl)nicotinamide). The yield is 23.1%. Reaction SMILES: Cl[C:2]1[CH:10]=[CH:9][C:5]([C:6]([NH2:8])=[O:7])=[C:4]([NH:11][C:12]2[CH:17]=[CH:16][C:15]([N:18]3[CH2:23][CH2:22][N:21]([CH3:24])[CH2:20][CH2:19]3)=[CH:14][CH:13]=2)[N:3]=1.Cl.[CH3:26][C:27]1[N:28]=[C:29]([NH:32][C:33]([NH:35][C@@H:36]2[CH2:41][CH2:40][CH2:39][NH:38][CH2:37]2)=[O:34])[S:30][CH:31]=1.CCN(C(C)C)C(C)C>CN1CCCC1=O>[CH3:24][N:21]1[CH2:22][CH2:23][N:18]([C:15]2[CH:16]=[CH:17][C:12]([NH:11][C:4]3[N:3]=[C:2]([N:38]4[CH2:39][CH2:40][CH2:41][C@@H:36]([NH:35][C:33]([NH:32][C:29]5[S:30][CH:31]=[C:27]([CH3:26])[N:28]=5)=[O:34])[CH2:37]4)[CH:10]=[CH:9][C:5]=3[C:6]([NH2:8])=[O:7])=[CH:13][CH:14]=2)[CH2:19][CH2:20]1 |f:1.2|. Reported procedure: A mixture of 6-chloro-2-(4-(4-methylpiperazin-1-yl)phenylamino)nicotinamide (60 mg, 0.173 mmol), (R)-1-(4-methylthiazol-2-yl)-3-(piperidin-3-yl)urea hydrochloride (96 mg, 0.347 mmol), and DIEA (0.182 mL, 1.041 mmol) in N-methyl-2-pyrrolidinone (2 mL) was heated at 120° C. overnight. The reaction mixture was quenched with water, resulting in the formation of light brown precipitate. The solid was filtered, washed with water, and dried under vacuum. The residue was purified by MPLC chromatography ...